This data is from the Open Reaction Database (ORD), a public repository of structured organic reaction records. The task is: describe an organic reaction: reactants, conditions, products, and yield The reactants are C1(=CC=CC=C1)B(O)O (phenylboronic acid), C([O-])([O-])=O.[Na+].[Na+] (sodium carbonate), O (Water), C(=O)C1=C(C(=O)OC)C=C(C=C1OS(=O)(=O)C(F)(F)F)OC (methyl 2-formyl-5-methoxy-3-trifluoromethanesulfonyloxybenzoate). Reagents/catalysts: C=1C=CC(=CC1)[P](C=2C=CC=CC2)(C=3C=CC=CC3)[Pd]([P](C=4C=CC=CC4)(C=5C=CC=CC5)C=6C=CC=CC6)([P](C=7C=CC=CC7)(C=8C=CC=CC8)C=9C=CC=CC9)[P](C=1C=CC=CC1)(C=1C=CC=CC1)C=1C=CC=CC1.[Pd] (tetrakis palladium). Solvent: C1(=CC=CC=C1)C (toluene). Run at temperature 110 celsius, time 6 hour. Yields the product C(=O)C1=C(C(=O)O)C=C(C=C1C1=CC=CC=C1)OC (2-Formyl-5-methoxy-3-phenylbenzoic acid). RXN SMILES: [CH:1]([C:3]1[C:12](OS(C(F)(F)F)(=O)=O)=[CH:11][C:10]([O:21][CH3:22])=[CH:9][C:4]=1[C:5]([O:7]C)=[O:6])=[O:2].[C:23]1(B(O)O)[CH:28]=[CH:27][CH:26]=[CH:25][CH:24]=1.C(=O)([O-])[O-].[Na+].[Na+].O>C1(C)C=CC=CC=1.C1C=CC([P]([Pd]([P](C2C=CC=CC=2)(C2C=CC=CC=2)C2C=CC=CC=2)([P](C2C=CC=CC=2)(C2C=CC=CC=2)C2C=CC=CC=2)[P](C2C=CC=CC=2)(C2C=CC=CC=2)C2C=CC=CC=2)(C2C=CC=CC=2)C2C=CC=CC=2)=CC=1.[Pd]>[CH:1]([C:3]1[C:12]([C:23]2[CH:28]=[CH:27][CH:26]=[CH:25][CH:24]=2)=[CH:11][C:10]([O:21][CH3:22])=[CH:9][C:4]=1[C:5]([OH:7])=[O:6])=[O:2] |f:2.3.4,7.8,^1:49,51,70,89|. Reported procedure: A solution of about 2.3 mmol of methyl 2-formyl-5-methoxy-3-trifluoromethanesulfonyloxybenzoate in 10 mL of toluene is stirred under argon, and 330 mg (2.7 mmol) of phenylboronic acid, 84 mg of tetrakis palladium and 2.5 mL of aqueous 2N sodium carbonate solution are added. The mixture is stirred at 110° C. for 6 hours in a stoppered tube under argon. Water is added to the cooled reaction medium, and the mixture is washed with ethyl acetate and, after acidification (1N HCl), is then extracted wi... Starting materials: O1CCC(CC1)NNC(=O)OC(C)(C)C (tert-Butyl 2-(tetrahydro-2H-pyran-4-yl)hydrazinecarboxylate), C(C)(=O)OCC.Cl (hydrogen chloride-ethyl acetate). Conditions: time 8 hour. The product is Cl.Cl.O1CCC(CC1)NN (tetrahydro-2H-pyran-4-ylhydrazine dihydrochloride). Reaction SMILES: [O:1]1[CH2:6][CH2:5][CH:4]([NH:7][NH:8]C(OC(C)(C)C)=O)[CH2:3][CH2:2]1.C(OCC)(=O)C.[ClH:22]>>[ClH:22].[ClH:22].[O:1]1[CH2:6][CH2:5][CH:4]([NH:7][NH2:8])[CH2:3][CH2:2]1 |f:1.2,3.4.5|. Reported procedure: tert-Butyl 2-(tetrahydro-2H-pyran-4-yl)hydrazinecarboxylate (1.82 g) was dissolved in 4N hydrogen chloride-ethyl acetate solution (85 mL) under ice-cooling, and the solution was stirred overnight at room temperature. The reaction mixture was concentrated under reduced pressure to give the title compound (1.52 g). Reactants: [BH4-], CO, Cc1cc(C)n(-c2cnc(C=O)c(Nc3ccc(Cl)cc3)n2)n1, [Na+]. Product: Cc1cc(C)n(-c2cnc(CO)c(Nc3ccc(Cl)cc3)n2)n1. RXN SMILES: [BH4-:1].[CH3:26][OH:27].[Cl:3][c:4]1[cH:5][cH:6][c:7]([NH:10][c:11]2[c:12]([CH:24]=[O:25])[n:13][cH:14][c:15](-[n:17]3[n:18][c:19]([CH3:23])[cH:20][c:21]3[CH3:22])[n:16]2)[cH:8][cH:9]1.[Na+:2]>>[Cl:3][c:4]1[cH:5][cH:6][c:7]([NH:10][c:11]2[c:12]([CH2:24][OH:25])[n:13][cH:14][c:15](-[n:17]3[n:18][c:19]([CH3:23])[cH:20][c:21]3[CH3:22])[n:16]2)[cH:8][cH:9]1. The reactants are CC(C)([O-])C.[K+] (potassium t-butoxide), C(C1=CC=CC=C1)OC=1C=CC(=C(OCCCC(=O)OCC)C1)C=O (Ethyl 4-[5-(benzyloxy)-2-formylphenoxy]butyrate), Cl (hydrochloric acid). Run in C(OCC)(OCC)=O (diethyl carbonate). Run at time 8 hour. The product is C(C1=CC=CC=C1)OC1=CC2=C(C=C(CCO2)C(=O)OCC)C=C1 (ethyl 8-(benzyloxy)-2,3-dihydro-1-benzoxepine-4-carboxylate). Yield: 66.9%. RXN SMILES: [CH2:1]([O:8][C:9]1[CH:10]=[CH:11][C:12]([CH:24]=O)=[C:13]([CH:23]=1)[O:14][CH2:15][CH2:16][CH2:17][C:18]([O:20][CH2:21][CH3:22])=[O:19])[C:2]1[CH:7]=[CH:6][CH:5]=[CH:4][CH:3]=1.CC(C)([O-])C.[K+].Cl>C(=O)(OCC)OCC>[CH2:1]([O:8][C:9]1[CH:10]=[CH:11][C:12]2[CH:24]=[C:17]([C:18]([O:20][CH2:21][CH3:22])=[O:19])[CH2:16][CH2:15][O:14][C:13]=2[CH:23]=1)[C:2]1[CH:3]=[CH:4][CH:5]=[CH:6][CH:7]=1 |f:1.2|. Reported procedure: Ethyl 4-[5-(benzyloxy)-2-formylphenoxy]butyrate (8.2 g) was dissolved in diethyl carbonate (100 mL), and potassium t-butoxide (4 g) was added, and the mixture was stirred overnight at room temperature. 1 M hydrochloric acid was added, and the mixture was concentrated and extracted with ethyl acetate. The organic layer was washed with water and brine and dried over magnesium sulfate. The solvent was evaporated to give the title compound (5.2 g) as crude crystals. A part thereof was recrystallized...